This data is from the Open Reaction Database (ORD), a public repository of structured organic reaction records. The task is: describe an organic reaction: reactants, conditions, products, and yield Starting materials: BrCCCCCC(C(=O)OCC)C (ethyl 7-bromo-2-methylheptanoate), O1C(CCCC1)OC(CCCN(S(=O)(=O)C)CCCCOCC(=O)OCC)CCCCC (ethyl 4-{N-[4-(2-tetrahydropyranyloxy)nonyl]methanesulfonamido}butoxyacetate), BrCCCCOCC(=O)OCC (ethyl 4-bromobutoxyacetate), product. Yields the product O[C@@H](C#CCN(S(=O)(=O)C)CCCCCCC(=O)O)CCCCC (7-[N-(4(R)-hydroxy-2-nonynyl)methanesulfonamido]heptanoic acid). As a reaction SMILES: Br[CH2:2][CH2:3][CH2:4][CH2:5][CH2:6][CH:7](C)[C:8]([O:10]CC)=[O:9].BrCCCCOCC(OCC)=O.O1CCCCC1[O:32][CH:33]([CH2:53][CH2:54][CH2:55][CH2:56][CH3:57])[CH2:34][CH2:35][CH2:36][N:37](CCCCOCC(OCC)=O)[S:38]([CH3:41])(=[O:40])=[O:39]>>[OH:32][C@H:33]([CH2:53][CH2:54][CH2:55][CH2:56][CH3:57])[C:34]#[C:35][CH2:36][N:37]([CH2:2][CH2:3][CH2:4][CH2:5][CH2:6][CH2:7][C:8]([OH:10])=[O:9])[S:38]([CH3:41])(=[O:40])=[O:39]. Procedure: The synthesis of this compound is carried out as described in Example 8 except that, in Step A, the ethyl 7-bromo-2-methylheptanoate is replaced by an equimolar amount of ethyl 4-bromobutoxyacetate (Example M). The product of Step A is thus ethyl 4-{N-[4-(2-tetrahydropyranyloxy)nonyl]methanesulfonamido}butoxyacetate. The subsequent step yields 4-[N-(4-hydroxynonyl)methanesulfonamido]butoxyacetic acid (B). Starting materials: CCO, O=C(COC1CCN(C(=O)OCc2ccccc2)CC1)N1CC(F)(F)C1. The product is O=C(COC1CCNCC1)N1CC(F)(F)C1. Reaction SMILES: [CH3:27][CH2:28][OH:29].[F:1][C:2]1([F:26])[CH2:3][N:4]([C:6]([CH2:7][O:8][CH:9]2[CH2:10][CH2:11][N:12]([C:15]([O:16][CH2:17][c:18]3[cH:19][cH:20][cH:21][cH:22][cH:23]3)=[O:24])[CH2:13][CH2:14]2)=[O:25])[CH2:5]1>>[F:1][C:2]1([F:26])[CH2:3][N:4]([C:6]([CH2:7][O:8][CH:9]2[CH2:10][CH2:11][NH:12][CH2:13][CH2:14]2)=[O:25])[CH2:5]1. The reactants are FC1=C(C=C(C(=C1)Cl)OC1CCCC1)N1C(C2=C(C1=O)CCCC2)=O (N-(2-Fluoro-4-chloro-5-cyclopentyloxyphenyl)-3,4,5,6-tetrahydrophthalimide), ClC1=C(CN)C=CC=C1 (2-chlorobenzylamine). Solvent: C1=CC=CC=C1 (benzene). Reaction conditions: time 8 hour. Yields the product FC1=C(C=C(C(=C1)Cl)OC1CCCC1)NC(C1=C(C(=O)NCC2=C(C=CC=C2)Cl)CCCC1)=O (N-(2-fluoro-4-chloro-5-cyclopentyloxyphenyl)-N'-(2-chlorobenzyl)-3,4,5,6-tetrahydrophthalamide). Yield: 85.2%. RXN SMILES: [F:1][C:2]1[CH:7]=[C:6]([Cl:8])[C:5]([O:9][CH:10]2[CH2:14][CH2:13][CH2:12][CH2:11]2)=[CH:4][C:3]=1[N:15]1[C:19](=[O:20])[C:18]2[CH2:21][CH2:22][CH2:23][CH2:24][C:17]=2[C:16]1=[O:25].[Cl:26][C:27]1[CH:34]=[CH:33][CH:32]=[CH:31][C:28]=1[CH2:29][NH2:30]>C1C=CC=CC=1>[F:1][C:2]1[CH:7]=[C:6]([Cl:8])[C:5]([O:9][CH:10]2[CH2:11][CH2:12][CH2:13][CH2:14]2)=[CH:4][C:3]=1[NH:15][C:16](=[O:25])[C:17]1[CH2:24][CH2:23][CH2:22][CH2:21][C:18]=1[C:19]([NH:30][CH2:29][C:28]1[CH:31]=[CH:32][CH:33]=[CH:34][C:27]=1[Cl:26])=[O:20]. Procedure details: N-(2-Fluoro-4-chloro-5-cyclopentyloxyphenyl)-3,4,5,6-tetrahydrophthalimide (0.500 g, 1.37 mmol), 2-chlorobenzylamine (0.240 g, 1.69 mmol) and benzene (25 ml) as a solvent were placed into a round bottom flask (50 cc) and stirred overnight at room temperature. After completion of the reaction, the solvent was distilled off under reduced pressure, and the precipitated crystals were isolated by filtration. The crystals were washed with hexane and dried to obtain N-(2-fluoro-4-chloro-5-cyclopentylox...